This data is from the Open Reaction Database (ORD), a public repository of structured organic reaction records. The task is: describe an organic reaction: reactants, conditions, products, and yield Reactants: BrCC1=CC=C(S1)C(=O)OCC1=CC=CC=C1 (benzyl 5-(bromomethyl)thiophene-2-carboxylate), C1(=CC=CC=C1)P(C1=CC=CC=C1)C1=CC=CC=C1 (triphenylphosphine). The solvent is C1(=CC=CC=C1)C (toluene). Conditions: temperature 80 celsius, time 8 hour. The product is [Br-].C(C1=CC=CC=C1)OC(=O)C1=CC=C(S1)C[P+](C1=CC=CC=C1)(C1=CC=CC=C1)C1=CC=CC=C1 (({5-[(benzyloxy)carbonyl]-2-thienyl}methyl)(triphenyl)phosphonium bromide). Isolated yield 71.9%. As a reaction SMILES: [Br:1][CH2:2][C:3]1[S:7][C:6]([C:8]([O:10][CH2:11][C:12]2[CH:17]=[CH:16][CH:15]=[CH:14][CH:13]=2)=[O:9])=[CH:5][CH:4]=1.[C:18]1([P:24]([C:31]2[CH:36]=[CH:35][CH:34]=[CH:33][CH:32]=2)[C:25]2[CH:30]=[CH:29][CH:28]=[CH:27][CH:26]=2)[CH:23]=[CH:22][CH:21]=[CH:20][CH:19]=1>C1(C)C=CC=CC=1>[Br-:1].[CH2:11]([O:10][C:8]([C:6]1[S:7][C:3]([CH2:2][P+:24]([C:25]2[CH:26]=[CH:27][CH:28]=[CH:29][CH:30]=2)([C:31]2[CH:36]=[CH:35][CH:34]=[CH:33][CH:32]=2)[C:18]2[CH:19]=[CH:20][CH:21]=[CH:22][CH:23]=2)=[CH:4][CH:5]=1)=[O:9])[C:12]1[CH:17]=[CH:16][CH:15]=[CH:14][CH:13]=1 |f:3.4|. Procedure: To a mixture of 2.18 g of benzyl 5-(bromomethyl)thiophene-2-carboxylate and 26 mL of toluene was added 1.86 g of triphenylphosphine, followed by stirring overnight at 80° C. The insoluble material was collected by filtration, thereby obtaining 2.89 g of ({5-[(benzyloxy)carbonyl]-2-thienyl}methyl)(triphenyl)phosphonium bromide. Starting materials: O=C1CC(CC(C1)C1=C(C=CC=C1)Cl)=O (1,3-dioxo-5-(o-chlorophenyl)-cyclohexane), N1CCNCC1 (piperazine), C1(=CC=CC=C1)C (toluene). Run in O (water). Product: O=C1C=C(CC(C1)C1=C(C=CC=C1)Cl)N1CCNCC1 ([3-Oxo-5-(o-chlorophenyl)-1-cyclohexen-1-yl]-piperazine). RXN SMILES: O=[C:2]1[CH2:7][CH:6]([C:8]2[CH:13]=[CH:12][CH:11]=[CH:10][C:9]=2[Cl:14])[CH2:5][C:4](=[O:15])[CH2:3]1.[NH:16]1[CH2:21][CH2:20][NH:19][CH2:18][CH2:17]1.C1(C)C=CC=CC=1>O>[O:15]=[C:4]1[CH2:5][CH:6]([C:8]2[CH:13]=[CH:12][CH:11]=[CH:10][C:9]=2[Cl:14])[CH2:7][C:2]([N:16]2[CH2:21][CH2:20][NH:19][CH2:18][CH2:17]2)=[CH:3]1. Reported procedure: A mixture of 24.0 g (0.108 mol) of 1,3-dioxo-5-(o-chlorophenyl)-cyclohexane, 28.4 g (0.33 mol) of anhydrous piperazine and 270 ml of toluene is heated at the boiling point under reflux for 5 hours, using a water separator. The toluene is distilled off, while still warm, in vacuo and the residue is dissolved in chloroform. This solution is extracted three times by shaking with water, to remove the excess piperazine, and dried with sodium sulphate. The concentrated solution is purified by means of...